From a dataset of the Open Reaction Database (ORD), a public repository of structured organic reaction records. describe an organic reaction: reactants, conditions, products, and yield Reactants: CS(=O)(=O)OC(CCC(C1=CC=C(C=C1)[N+](=O)[O-])OS(=O)(=O)C)C1=CC=C(C=C1)[N+](=O)[O-] (1,4-Bis(4-nitrophenyl)butane-1,4-diyl dimethanesulfonate), NC1=CC=CC=C1 (aniline). Reaction conditions: time 48 hour. Product: [N+](=O)([O-])C1=CC=C(C=C1)C1N(C(CC1)C1=CC=C(C=C1)[N+](=O)[O-])C1=CC=CC=C1 (2,5-Bis(4-nitrophenyl)-1-phenylpyrrolidine), solid. Yield: 48.0%. RXN SMILES: CS(O[CH:6]([C:24]1[CH:29]=[CH:28][C:27]([N+:30]([O-:32])=[O:31])=[CH:26][CH:25]=1)[CH2:7][CH2:8][CH:9](OS(C)(=O)=O)[C:10]1[CH:15]=[CH:14][C:13]([N+:16]([O-:18])=[O:17])=[CH:12][CH:11]=1)(=O)=O.[NH2:33][C:34]1[CH:39]=[CH:38][CH:37]=[CH:36][CH:35]=1>>[N+:16]([C:13]1[CH:14]=[CH:15][C:10]([CH:9]2[CH2:8][CH2:7][CH:6]([C:24]3[CH:29]=[CH:28][C:27]([N+:30]([O-:32])=[O:31])=[CH:26][CH:25]=3)[N:33]2[C:34]2[CH:39]=[CH:38][CH:37]=[CH:36][CH:35]=2)=[CH:11][CH:12]=1)([O-:18])=[O:17]. Procedure: A mixture of the product from Example 1C (50 mg, 0.102 mmol) and aniline (0.2 ml, 2.19 mmol) were stirred at rt for 48 h. The mixture was partitioned between 1N aq. HCl and ethyl acetate, and the organic layer was dried over Na2SO4, filtered and concentrated in vacuo. The crude product was purified by column chromatography on silica gel using a solvent gradient of 0-50% ethyl acetate in hexanes. The title compound was obtained as a yellow solid (19 mg, 48%). The reactants are N1=C(C=CC=C1)C1=NC2=C(N1)C=CC(=C2)C#N (2-pyridin-2-yl-1H-benzimidazole-5-carbonitrile), Cl.NO (hydroxylamine hydrochloride), C([O-])([O-])=O.[K+].[K+] (potassium carbonate). Solvent: CO (methanol). The product is ONC(=N)C1=CC2=C(NC(=N2)C2=NC=CC=C2)C=C1 (N-hydroxy-2-pyridin-2-yl-1H-benzimidazole-5-carboxamidine). The yield is 46.0%. Reaction SMILES: [N:1]1[CH:6]=[CH:5][CH:4]=[CH:3][C:2]=1[C:7]1[NH:11][C:10]2[CH:12]=[CH:13][C:14]([C:16]#[N:17])=[CH:15][C:9]=2[N:8]=1.Cl.[NH2:19][OH:20].C(=O)([O-])[O-].[K+].[K+]>CO>[OH:20][NH:19][C:16]([C:14]1[CH:13]=[CH:12][C:10]2[NH:11][C:7]([C:2]3[CH:3]=[CH:4][CH:5]=[CH:6][N:1]=3)=[N:8][C:9]=2[CH:15]=1)=[NH:17] |f:1.2,3.4.5|. Procedure: A mixture comprising 2-pyridin-2-yl-1H-benzimidazole-5-carbonitrile (110 g, 0.5 mmol), hydroxylamine hydrochloride (38.2 mg, 0.55 mmol), potassium carbonate (104 mg, 0.75 mmol) and methanol (10 mL) was heated at reflux for 2.5 hours and then concentrated to dryness. The residue was taken up and purified by preparative reverse phase HPLC. The combined pure fractions were lyophilized to provide N-hydroxy-2-pyridin-2-yl-1H-benzimidazole-5-carboxamidine (40 mg, 0.23 mmol); 1H-NMR (300 Mhz, DMSO-d6):... Product: CCCCC1CCN(CCn2c(=O)oc3ccccc32)CC1. Reactants: CCCCC1CCNCC1, O=c1oc2ccccc2n1CCCl. Reaction SMILES: [CH2:14]([CH2:15][CH2:16][CH3:17])[CH:18]1[CH2:19][CH2:20][NH:21][CH2:22][CH2:23]1.[Cl:1][CH2:2][CH2:3][n:4]1[c:5](=[O:13])[o:6][c:7]2[c:8]1[cH:9][cH:10][cH:11][cH:12]2>>[CH2:2]([CH2:3][n:4]1[c:5](=[O:13])[o:6][c:7]2[c:8]1[cH:9][cH:10][cH:11][cH:12]2)[N:21]1[CH2:20][CH2:19][CH:18]([CH2:14][CH2:15][CH2:16][CH3:17])[CH2:23][CH2:22]1.